This data is from the Open Reaction Database (ORD), a public repository of structured organic reaction records. The task is: describe an organic reaction: reactants, conditions, products, and yield Reactants: FC(S(=O)(=O)OC=1C=CC2=C(CC3=C(C(C2)CC(=O)OCC)C=CC=C3)C1)(F)F (ethyl (±)-10,11-dihydro-3-(trifluoromethanesulfonyloxy)-5H-dibenzo[a,d]cycloheptene-10-acetate), CC(=O)[O-].[K+] (KOAc). Reagents/catalysts: CC(=O)[O-].CC(=O)[O-].[Pd+2] (Pd(OAc)2), C1(=CC=CC=C1)P([C-]1C=CC=C1)C1=CC=CC=C1.[C-]1(C=CC=C1)P(C1=CC=CC=C1)C1=CC=CC=C1.[Fe+2] (1,1'-bis(diphenylphosphino)ferrocene). Solvent: CS(=O)C (DMSO). Run at temperature 0 celsius, time 3.5 hour. Product: C(=O)(O)C=1C=CC2=C(CC3=C(C(C2)CC(=O)OCC)C=CC=C3)C1 (Ethyl (±)-10,11-dihydro-3-carboxy-5H-dibenzo[a,d]cycloheptene-10-acetate). Yield: 94.9%. Reaction SMILES: FC(F)(F)S(OC1[CH:8]=[CH:9][C:10]2[CH2:16][CH:15]([CH2:17][C:18]([O:20][CH2:21][CH3:22])=[O:19])[C:14]3[CH:23]=[CH:24][CH:25]=[CH:26][C:13]=3[CH2:12][C:11]=2[CH:27]=1)(=O)=O.[CH3:30][C:31]([O-:33])=[O:32].[K+]>CC([O-])=O.CC([O-])=O.[Pd+2].C1(P(C2C=CC=CC=2)[C-]2C=CC=C2)C=CC=CC=1.[C-]1(P(C2C=CC=CC=2)C2C=CC=CC=2)C=CC=C1.[Fe+2].CS(C)=O>[C:31]([C:30]1[CH:8]=[CH:9][C:10]2[CH2:16][CH:15]([CH2:17][C:18]([O:20][CH2:21][CH3:22])=[O:19])[C:14]3[CH:23]=[CH:24][CH:25]=[CH:26][C:13]=3[CH2:12][C:11]=2[CH:27]=1)([OH:33])=[O:32] |f:1.2,3.4.5,6.7.8|. Procedure details: A mixture of ethyl (±)-10,11-dihydro-3-(trifluoromethanesulfonyloxy)-5H-dibenzo[a,d]cycloheptene-10-acetate (808.9 mg, 1.89 mmol), KOAc (742 mg, 7.56 mmol), Pd(OAc)2 (21.2 mg, 0.095 mmol), 1,1'-bis(diphenylphosphino)ferrocene (210 mg, 0.38 mmol), and anhydrous DMSO (11 mL) was purged with carbon monoxide (three evacuation/CO flush cycles, followed by bubbling CO through the mixture for 5 min), then was stirred under a balloon of CO in an oil bath set at 70° C. After 3.5 h, the reaction was dilut... Procedure details: Synthesis in analogy to the General Method 1 starting from (3aS,4R,7aS)-4-hydroxy-4-m-tolylethynyl-octahydro-indole-1-carboxylic acid methyl ester and N-propyl-succinamic acid to yield (3aR,4S,7aR)-methyl 4-(4-oxo-4-(propylamino)butanoyloxy)-4-(m-tolylethynyl)octahydro-1H-indole-1-carboxylate. MS [M+H]=455; RT=1.18 min; UPLC Method I Yields the product O=C(CCC(=O)O[C@@]1([C@@H]2CCN([C@@H]2CCC1)C(=O)OC)C#CC=1C=C(C=CC1)C)NCCC ((3aR,4S,7aR)-methyl 4-(4-oxo-4-(propylamino)butanoyloxy)-4-(m-tolylethynyl)octahydro-1H-indole-1-carboxylate). Reaction SMILES: [CH3:1][O:2][C:3]([N:5]1[C@@H:13]2[C@@H:8]([C@@:9]([OH:23])([C:14]#[C:15][C:16]3[CH:17]=[C:18]([CH3:22])[CH:19]=[CH:20][CH:21]=3)[CH2:10][CH2:11][CH2:12]2)[CH2:7][CH2:6]1)=[O:4].[CH2:24]([NH:27][C:28](=[O:34])[CH2:29][CH2:30][C:31](O)=[O:32])[CH2:25][CH3:26]>>[O:34]=[C:28]([NH:27][CH2:24][CH2:25][CH3:26])[CH2:29][CH2:30][C:31]([O:23][C@@:9]1([C:14]#[C:15][C:16]2[CH:17]=[C:18]([CH3:22])[CH:19]=[CH:20][CH:21]=2)[CH2:10][CH2:11][CH2:12][C@@H:13]2[C@H:8]1[CH2:7][CH2:6][N:5]2[C:3]([O:2][CH3:1])=[O:4])=[O:32]. Reactants: COC(=O)N1CC[C@@H]2[C@](CCC[C@H]12)(C#CC=1C=C(C=CC1)C)O ((3aS,4R,7aS)-4-hydroxy-4-m-tolylethynyl-octahydro-indole-1-carboxylic acid methyl ester), C(CC)NC(CCC(=O)O)=O (N-propyl-succinamic acid). Starting materials: CC(=O)[O-], Cc1nc(Oc2ccccc2)c2ncn(CCOc3ccccc3)c2c1C, ClCCl, [NH4+]. Product: Cc1nc(N)c2ncn(CCOc3ccccc3)c2c1C. RXN SMILES: [CH3:2][C:3](=[O:4])[O-:5].[CH3:6][c:7]1[c:8]([CH3:32])[c:9]2[c:10]([c:11]([O:13][c:14]3[cH:15][cH:16][cH:17][cH:18][cH:19]3)[n:12]1)[n:20][cH:21][n:22]2[CH2:23][CH2:24][O:25][c:26]1[cH:27][cH:28][cH:29][cH:30][cH:31]1.[Cl:33][CH2:34][Cl:35].[NH4+:1]>>[NH2:1][c:11]1[c:10]2[c:9]([c:8]([CH3:32])[c:7]([CH3:6])[n:12]1)[n:22]([CH2:23][CH2:24][O:25][c:26]1[cH:27][cH:28][cH:29][cH:30][cH:31]1)[cH:21][n:20]2. Starting materials: COC1=CC=C(C=C1)[C@@H]1SC2=C(N(C([C@@H]1O)=O)CCN(C)C(=O)OC(C)(C)C)C=CC(=C2)Cl ((-)-cis-2-(4-methoxyphenyl)-3-hydroxy-5-[2-(N-tert.-butoxycarbonyl-N-methylamino)ethyl]-8-chloro-2,3-dihydro-1,5-benzothiazepin-4(5H)-one), C(C)(=O)OC(C)=O (acetic anhydride). The solvent is N1=CC=CC=C1 (pyridine). Reaction conditions: temperature 110 celsius, time 4 hour. The product is O(C)C1=CC=C(C=C1)[C@@H]1SC2=C(N(C([C@@H]1OC(C)=O)=O)CCN(C)C(=O)OC(C)(C)C)C=CC(=C2)Cl ((-)-cis-2-(4-methoxylphenyl)-3-acetoxy-5-[2-(N-tert.-butoxycarbonyl-N-methylamino)ethyl]-8-chloro-2,3-dihydro-1,5-benzothiazepin-4(5H)-one). As a reaction SMILES: [CH3:1][O:2][C:3]1[CH:8]=[CH:7][C:6]([C@H:9]2[C@@H:15]([OH:16])[C:14](=[O:17])[N:13]([CH2:18][CH2:19][N:20]([C:22]([O:24][C:25]([CH3:28])([CH3:27])[CH3:26])=[O:23])[CH3:21])[C:12]3[CH:29]=[CH:30][C:31]([Cl:33])=[CH:32][C:11]=3[S:10]2)=[CH:5][CH:4]=1.[C:34](OC(=O)C)(=[O:36])[CH3:35]>N1C=CC=CC=1>[O:2]([C:3]1[CH:8]=[CH:7][C:6]([C@H:9]2[C@@H:15]([O:16][C:34](=[O:36])[CH3:35])[C:14](=[O:17])[N:13]([CH2:18][CH2:19][N:20]([C:22]([O:24][C:25]([CH3:28])([CH3:26])[CH3:27])=[O:23])[CH3:21])[C:12]3[CH:29]=[CH:30][C:31]([Cl:33])=[CH:32][C:11]=3[S:10]2)=[CH:5][CH:4]=1)[CH3:1]. Reported procedure: A mixture of 1.67 g of (-)-cis-2-(4-methoxyphenyl)-3-hydroxy-5-[2-(N-tert.-butoxycarbonyl-N-methylamino)ethyl]-8-chloro-2,3-dihydro-1,5-benzothiazepin-4(5H)-one, 15 ml of acetic anhydride and 0.5 ml of pyridine is stirred at 110° C. for 4 hours. Then, the mixture is evaporated under reduced pressure to remove solvent. Benzene is added to the residue, and the mixture is evaporated under reduced pressure to remove solvent. 1.81 g of (-)-cis-2-(4-methoxylphenyl)-3-acetoxy-5-[2-(N-tert.-butoxycarbon... Reactants: Cc1cccc(C)c1O, FC(F)Cl, [Na+], C1COCCO1, [OH-], O. Product: Cc1cccc(C)c1OC(F)F. RXN SMILES: [CH3:5][c:6]1[c:7]([OH:13])[c:8]([CH3:12])[cH:9][cH:10][cH:11]1.[Cl:1][CH:2]([F:3])[F:4].[Na+:15].[O:17]1[CH2:18][CH2:19][O:20][CH2:21][CH2:22]1.[OH-:14].[OH2:16]>>[CH:2]([F:3])([F:4])[O:13][c:7]1[c:6]([CH3:5])[cH:11][cH:10][cH:9][c:8]1[CH3:12]. Reactants: C(C1=CC=CC=C1)OC1=NC(=NC=C1)C=1C=C2C(=CC=NC2=CC1)N1C[C@H](CCC1)NC(OC(C)(C)C)=O ((S)-tert-butyl 1-(6-(4-(benzyloxy)pyrimidin-2-yl)quinolin-4-yl)piperidin-3-ylcarbamate). Reagents/catalysts: [Pd] (palladium on carbon). Solvent: CCO.CCOC(=O)C (EtOH EtOAc). Run at time 12 hour. The product is O=C1C=CN=C(N1)C=1C=C2C(=CC=NC2=CC1)N1C[C@H](CCC1)NC(OC(C)(C)C)=O ((S)-tert-butyl 1-(6-(6-oxo-1,6-dihydropyrimidin-2-yl)quinolin-4-yl)piperidin-3-ylcarbamate). Isolated yield 87.0%. Reaction SMILES: C([O:8][C:9]1[CH:14]=[CH:13][N:12]=[C:11]([C:15]2[CH:16]=[C:17]3[C:22](=[CH:23][CH:24]=2)[N:21]=[CH:20][CH:19]=[C:18]3[N:25]2[CH2:30][CH2:29][CH2:28][C@H:27]([NH:31][C:32](=[O:38])[O:33][C:34]([CH3:37])([CH3:36])[CH3:35])[CH2:26]2)[N:10]=1)C1C=CC=CC=1>[Pd].CCO.CCOC(C)=O>[O:8]=[C:9]1[NH:10][C:11]([C:15]2[CH:16]=[C:17]3[C:22](=[CH:23][CH:24]=2)[N:21]=[CH:20][CH:19]=[C:18]3[N:25]2[CH2:30][CH2:29][CH2:28][C@H:27]([NH:31][C:32](=[O:38])[O:33][C:34]([CH3:36])([CH3:35])[CH3:37])[CH2:26]2)=[N:12][CH:13]=[CH:14]1 |f:2.3|. Reported procedure: To a solution of (S)-tert-butyl 1-(6-(4-(benzyloxy)pyrimidin-2-yl)quinolin-4-yl)piperidin-3-ylcarbamate (1.0 equiv.) in 4:1 EtOH/EtOAc (0.6 M), was added 10% palladium on carbon (0.2 eq.). The resulting heterogeneous solution was stirred for 12 hours under an atmosphere of hydrogen. The mixture was then filtered through a pad of celite eluting with EtOAc. The volatiles were removed in vacuo yielding (S)-tert-butyl 1-(6-(6-oxo-1,6-dihydropyrimidin-2-yl)quinolin-4-yl)piperidin-3-ylcarbamate (87%)....